Dataset: the Open Reaction Database (ORD), a public repository of structured organic reaction records. Task: describe an organic reaction: reactants, conditions, products, and yield The reactants are ClC1=CC=C(S1)C(=O)O (5-chloro-thiophene-2-carboxylic acid), C(C)(C)N1CCC(CC1)NS(=O)(=O)CC(C)(C)N (2-amino-2-methyl-propane-1-sulfonicacid (1-isopropyl-piperidin-4-yl)-amide). Yields the product C(C)(C)N1CCC(CC1)NS(=O)(=O)CC(C)(C)NC(=O)C=1SC(=CC1)Cl (5-chloro-thiophene-2-carboxylic acid [2-(1-isopropyl-piperidin-4-ylsulfamoyl)-1,1-dimethyl-ethyl]-amide). RXN SMILES: [Cl:1][C:2]1[S:6][C:5]([C:7]([OH:9])=O)=[CH:4][CH:3]=1.[CH:10]([N:13]1[CH2:18][CH2:17][CH:16]([NH:19][S:20]([CH2:23][C:24]([NH2:27])([CH3:26])[CH3:25])(=[O:22])=[O:21])[CH2:15][CH2:14]1)([CH3:12])[CH3:11]>>[CH:10]([N:13]1[CH2:18][CH2:17][CH:16]([NH:19][S:20]([CH2:23][C:24]([NH:27][C:7]([C:5]2[S:6][C:2]([Cl:1])=[CH:3][CH:4]=2)=[O:9])([CH3:25])[CH3:26])(=[O:22])=[O:21])[CH2:15][CH2:14]1)([CH3:12])[CH3:11]. Reported procedure: 5-Chloro-thiophene-2-carboxylic acid [2-(1-isopropyl-piperidin-4-ylsulfamoyl)-1,1-dimethyl-ethyl]-amide was prepared by an analogous procedure as described in example 26 viii) starting from 195 mg (1 equiv.) 5-chloro-thiophene-2-carboxylic acid and 332 mg (1.2 mmol) 2-amino-2-methyl-propane-1-sulfonicacid (1-isopropyl-piperidin-4-yl)-amide. Final purification by preparative RP-HPLC (CH3CN/H2O gradient+0.1% TFA) gave pure 5-chloro-thiophene-2-carboxylic acid [2-(1-isopropyl-piperidin-4-ylsulfamoy... The reactants are ClC1=C(COC(=O)C=2C(C(=C(NC2C)C)C(=O)OCC)C2=C(C=CC=C2)Cl)C=CC=C1 (2,6-dimethyl-3-ethoxycarbonyl-4-(2'-chlorophenyl)-1,4-dihydropyridine-5-carboxylic acid 2-chlorobenzyl ester). The solvent is C(C)O (ethanol), C(C)O (ethanol). Yields the product 2'-chlorobenzylideneacetoacetic acid ethyl ester, ClC1=C(COC(\C=C(\C)/N)=O)C=CC=C1 (β-aminocrotonic acid 2-chlorobenzyl ester). Yield: 63.0%. As a reaction SMILES: [Cl:1][C:2]1[CH:31]=[CH:30][CH:29]=[CH:28][C:3]=1[CH2:4][O:5][C:6]([C:8]1C(C2C=CC=CC=2Cl)C(C(OCC)=O)=C(C)[NH:12][C:13]=1[CH3:14])=[O:7]>C(O)C>[Cl:1][C:2]1[CH:31]=[CH:30][CH:29]=[CH:28][C:3]=1[CH2:4][O:5][C:6](=[O:7])/[CH:8]=[C:13](\[NH2:12])/[CH3:14]. Reported procedure: Analogously to Example 1 heating a solution of 75 mmols of 2'-chlorobenzylideneacetoacetic acid ethyl ester and 75 mmols of β-aminocrotonic acid 2-chlorobenzyl ester in 120 ml of ethanol gave 2,6-dimethyl-3-ethoxycarbonyl-4-(2'-chlorophenyl)-1,4-dihydropyridine-5-carboxylic acid 2-chlorobenzyl ester of melting point 120° C (from ethanol). Reactants: COC1=CC=C(CS[C@H]2C[C@H](N(C2)C(=O)OCC2=CC=C(C=C2)[N+](=O)[O-])C(=O)O)C=C1 ((2S,4S)-4-(4-methoxybenzyl)thio-1-(4-nitrobenzyloxycarbonyl)-L-proline), N,N'-carbonyldiimidazole, FC(C(=O)O)(F)F.[N+](=O)([O-])C1=CC=C(COC(=O)N=C(NCC(=O)N[C@@H]2CNCC2)NC(=O)OCC2=CC=C(C=C2)[N+](=O)[O-])C=C1 ((3S)-3-[2-[2,3-Di(4-nitrobenzyloxycarbonyl)guanidino]acetylamino]pyrrolidine trifluoroacetate). The solvent is C(C)#N (acetonitrile), C(C)#N (acetonitrile). Reaction conditions: time 1 hour. The product is C(C)(C)N(C(C)C)CC (N,N-diisopropylethylamine), compound. Reaction SMILES: CO[C:3]1[CH:31]=CC(CS[C@@H]2CN(C(OCC3C=CC([N+]([O-])=O)=CC=3)=O)[C@H](C(O)=O)C2)=C[CH:4]=1.FC(F)(F)C(O)=O.[N+](C1C=CC(COC(N=C(NC(OCC2C=CC([N+]([O-])=O)=CC=2)=O)N[CH2:53][C:54]([NH:56][C@H:57]2[CH2:61]CN[CH2:58]2)=O)=O)=CC=1)([O-])=O>C(#N)C>[CH:3]([N:56]([CH2:54][CH3:53])[CH:57]([CH3:58])[CH3:61])([CH3:31])[CH3:4] |f:1.2|. Procedure: To a solution of (2S,4S)-4-(4-methoxybenzyl)thio-1-(4-nitrobenzyloxycarbonyl)-L-proline (5.38 g) in anhydrous acetonitrile (70 ml), N,N'-carbonyldiimidazole (2.04 g) was added, followed by stirring at room temperature for one hour. To the reaction mixture, N,N-diisopropylethylamine (2.0 ml) and a solution of the compound (11.00 g), which had been obtained in (2), in anhydrous acetonitrile (35 ml) were added and the mixture was reacted overnight at room temperature. The reaction mixture was conce... Reactants: CC[C@@H]1CN2CC[C@@H]1C[C@@H]2[C@@H](C3=C4C=C(C=CC4=NC=C3)OC)OC5=NN=C(C6=CC=CC=C65)O[C@@H]([C@H]7C[C@@H]8CCN7C[C@@H]8CC)C9=C1C=C(C=CC1=NC=C9)OC ((DHQ)2PHAL), CC[C@@H]1CN2CC[C@@H]1C[C@@H]2[C@@H](C3=C4C=C(C=CC4=NC=C3)OC)OC5=NN=C(C6=CC=CC=C65)O[C@@H]([C@H]7C[C@@H]8CCN7C[C@@H]8CC)C9=C1C=C(C=CC1=NC=C9)OC (AD-Mix-alpha), potassium osmate, C(C)(C)(C)O.O (tert-butanol water), CS(=O)(=O)N (methanesulfonamide), C(C)(C)(C)OC(=O)NCCCC[C@@H](C(=O)OC(C)(C)C)NC(=O)N[C@H]1C(N[C@H](COCC=CCOC=2C=CC(C1)=CC2)C(C)C)=O (tert-butyl(S)-6-tert-butoxycarbonylamino-2-[3-((9S,12R)-9-isopropyl-11-oxo-2,7-dioxa-10-azabicyclo[12.2.2]octadeca-1(17),4,14(18),15-tetraen-12-yl)ureido]hexanoate), S(=O)([O-])[O-].[Na+].[Na+] (sodium sulfite). Reagents/catalysts: C(C)(C)(C)OC(=O)NCCCC[C@@H](C(=O)OC(C)(C)C)NC(=O)N[C@H]1C(N[C@H](COCC(C(COC=2C=CC(C1)=CC2)O)O)C(C)C)=O (tert-Butyl(S)-6-tert-butoxycarbonylamino-2-[3-((9S,12R)-4,5-dihydroxy-9-isopropyl-11-oxo-2,7-dioxa-10-azabicyclo[12.2.2]octadeca-1(17),14(18),15-trien-12-yl)ureido]hexanoate). Reaction conditions: temperature 0 celsius, time 15 minute. The product is NCCCC[C@@H](C(=O)O)NC(=O)N[C@H]1C(N[C@H](COCC(C(COC=2C=CC(C1)=CC2)O)O)C(C)C)=O ((S)-6-Amino-2-[3-((9S,12R)-4,5-dihydroxy-9-isopropyl-11-oxo-2,7-dioxa-10-azabicyclo[12.2.2]octadeca-1(17), 14(18), 15-trien-12-yl)ureido]hexanoic acid). As a reaction SMILES: CC[C@H]1[C@H]2C[C@H]([C@H](OC3C4C(=CC=CC=4)C(O[C@H](C4C=CN=C5C=4C=C(OC)C=C5)[C@@H]4N5C[C@H](CC)[C@@H](CC5)C4)=NN=3)C3C=CN=C4C=3C=C([O:22]C)C=C4)N(CC2)C1.CS(N)(=O)=O.C(OC([NH:71][CH2:72][CH2:73][CH2:74][CH2:75][C@H:76]([NH:84][C:85]([NH:87][C@@H:88]1[CH2:103][C:102]2=[CH:104][CH:105]=[C:99]([CH:100]=[CH:101]2)[O:98]CC=C[CH2:94][O:93][CH2:92][C@H:91]([CH:106]([CH3:108])[CH3:107])[NH:90][C:89]1=[O:109])=[O:86])[C:77]([O:79]C(C)(C)C)=[O:78])=O)(C)(C)C.S([O-])([O-])=O.[Na+].[Na+].[C:116]([OH:120])([CH3:119])([CH3:118])C.O>C(OC(NCCCC[C@H](NC(N[C@@H]1CC2=CC=C(C=C2)OCC(O)C(O)COC[C@H](C(C)C)NC1=O)=O)C(OC(C)(C)C)=O)=O)(C)(C)C>[NH2:71][CH2:72][CH2:73][CH2:74][CH2:75][C@H:76]([NH:84][C:85]([NH:87][C@@H:88]1[CH2:103][C:102]2=[CH:101][CH:100]=[C:99]([CH:105]=[CH:104]2)[O:98][CH2:119][CH:116]([OH:120])[CH:118]([OH:22])[CH2:94][O:93][CH2:92][C@H:91]([CH:106]([CH3:107])[CH3:108])[NH:90][C:89]1=[O:109])=[O:86])[C:77]([OH:79])=[O:78] |f:3.4.5,6.7|. Procedure details: tert-Butyl(S)-6-tert-butoxycarbonylamino-2-[3-((9S,12R)-4,5-dihydroxy-9-isopropyl-11-oxo-2,7-dioxa-10-azabicyclo[12.2.2]octadeca-1(17),14(18),15-trien-12-yl)ureido]hexanoate 8 mg (9.7 μmol) of (DHQ)2PHAL (hydroquinine 1,4-phthalazinediyl diether) were added to a mixture of 541 mg (387 mmol) of AD-Mix-alpha and 3 mg (7.7 μmol) of potassium osmate in tert-butanol/water (1:1, v/v). After a clear solution had formed, the reaction mixture was cooled to 0° C., 41 mg (425 μmol) of methanesulfonamide we... Reactants: resultant mixture, [H][H] (hydrogen), CC1OC(C(C(C1C(=O)O)NCC1=CC=CC=C1)C)=O ((2SR,3SR,4RS,5RS)-Tetrahydro-2,5-dimethyl-6-oxo-4-benzylamino-2H-pyrane-3-carboxylic acid). The reagents and catalysts are [Pd] (palladium). The solvent is C(C)(=O)O (acetic acid). Yields the product CC1OC(C(C(C1C(=O)O)N)C)=O ((2SR,3SR,4RS,5RS)-tetrahydro2,5-dimethyl-6-oxo-4-amino-2H-pyrane-3-carboxylic acid). Reaction SMILES: [CH3:1][CH:2]1[CH:7]([C:8]([OH:10])=[O:9])[CH:6]([NH:11]CC2C=CC=CC=2)[CH:5]([CH3:19])[C:4](=[O:20])[O:3]1.[H][H]>C(O)(=O)C.[Pd]>[CH3:1][CH:2]1[CH:7]([C:8]([OH:10])=[O:9])[CH:6]([NH2:11])[CH:5]([CH3:19])[C:4](=[O:20])[O:3]1. Reported procedure: (2SR,3SR,4RS,5RS)-Tetrahydro-2,5-dimethyl-6-oxo-4-benzylamino-2H-pyrane-3-carboxylic acid (100 mg) was dissolved in acetic acid (20 ml), and palladium hydroxidecarbon (prepared by the method as described in J.Am.Chem. Soc., 83, p.4798 (1961)) (20 mg) was added thereto. The resultant mixture was stirred at room temperature under hydrogen pressure of 3-4 kg/cm2 until the designed amount of hydrogen was consumed. The catalyst was collected by filtration and washed with water. The washing and the fi... The reactants are C1=CC(=CC=C1N)NC2=CC=C(C=C2)N (4,4′-diaminodiphenylamine), OC1CCN(CC1)C(=O)Cl ((4-hydroxypiperidin-1-yl)carbonyl chloride), OC1CCN(CC1)C1=CC=C(C(=O)O)C=C1 (4-(4-hydroxypiperidin-1-yl)benzoic acid). The product is OC1CCN(CC1)C(=O)NC1=CC=C(C=C1)NC1=CC=C(C=C1)NC(C1=CC=C(C=C1)N1CCC(CC1)O)=O (4-Hydroxy-N-(4-((4-(4-(4-hydroxypiperidin-1-yl)benzamido)phenyl)amino)phenyl)piperidine-1-carboxamide). RXN SMILES: [CH:1]1[C:6]([NH2:7])=[CH:5][CH:4]=[C:3]([NH:8][C:9]2[CH:14]=[CH:13][C:12]([NH2:15])=[CH:11][CH:10]=2)[CH:2]=1.[OH:16][CH:17]1[CH2:22][CH2:21][N:20]([C:23](Cl)=[O:24])[CH2:19][CH2:18]1.[OH:26][CH:27]1[CH2:32][CH2:31][N:30]([C:33]2[CH:41]=[CH:40][C:36]([C:37](O)=[O:38])=[CH:35][CH:34]=2)[CH2:29][CH2:28]1>>[OH:16][CH:17]1[CH2:22][CH2:21][N:20]([C:23]([NH:15][C:12]2[CH:13]=[CH:14][C:9]([NH:8][C:3]3[CH:2]=[CH:1][C:6]([NH:7][C:37](=[O:38])[C:36]4[CH:35]=[CH:34][C:33]([N:30]5[CH2:31][CH2:32][CH:27]([OH:26])[CH2:28][CH2:29]5)=[CH:41][CH:40]=4)=[CH:5][CH:4]=3)=[CH:10][CH:11]=2)=[O:24])[CH2:19][CH2:18]1. Procedure: Compound 792 was prepared according to the procedure described in Scheme IV from 4,4′-diaminodiphenylamine, (4-hydroxypiperidin-1-yl)carbonyl chloride, and 4-(4-hydroxypiperidin-1-yl)benzoic acid. [M+H]+ calcd for C30H35N5O4: 530.28; found: 530.04.